This data is from the Open Reaction Database (ORD), a public repository of structured organic reaction records. The task is: describe an organic reaction: reactants, conditions, products, and yield The reactants are O[C@H]1C2=CC=CC=C2[C@H]2N(C(C[C@H]21)=O)C(=O)OC(C)(C)C (tert-butyl (3aR,4R,8bS)-4-hydroxy-2-oxo-3,3a,4,8b-tetrahydroindeno[1,2-b]pyrrole-1-carboxylate), ClCCl (dichloromethane), C(C)N(CC)S(F)(F)F (diethylaminosulfur trifluoride). Conditions: temperature 0 celsius, time 30 minute. Yields the product F[C@@H]1C2=CC=CC=C2[C@H]2N(C(C[C@H]21)=O)C(=O)OC(C)(C)C (tert-butyl (3aR,4S,8bS)-4-fluoro-2-oxo-3,3a,4,8b-tetrahydroindeno[1,2-b]pyrrole-1-carboxylate). As a reaction SMILES: O[C@@H:2]1[C@H:13]2[C@H:9]([N:10]([C:15]([O:17][C:18]([CH3:21])([CH3:20])[CH3:19])=[O:16])[C:11](=[O:14])[CH2:12]2)[C:8]2[C:3]1=[CH:4][CH:5]=[CH:6][CH:7]=2.ClCCl.C(N(S(F)(F)[F:31])CC)C>>[F:31][C@H:2]1[C@H:13]2[C@H:9]([N:10]([C:15]([O:17][C:18]([CH3:21])([CH3:20])[CH3:19])=[O:16])[C:11](=[O:14])[CH2:12]2)[C:8]2[C:3]1=[CH:4][CH:5]=[CH:6][CH:7]=2. Procedure: To a solution of tert-butyl (3aR,4R,8bS)-4-hydroxy-2-oxo-3,3a,4,8b-tetrahydroindeno[1,2-b]pyrrole-1-carboxylate (0.200 g, 0.691 mmol) in dichloromethane (1 equiv., 3 mL, 0.69 mmol) was added at 0° C. diethylaminosulfur trifluoride (0.913 mL, 6.91 mmol). The solution was stirred at 0° C. for 30 min. The reaction mixture was carefully quenched with NaHCO3 sat. and extracted with dichloromethane. The organic layer was dried and concentrated. The residue was purified by flash chromatography (0-80% e... The reactants are CC(=O)O[BH-](OC(C)=O)OC(C)=O, CC(=O)O, ClCCl, COCC1OC(n2cnc3c(NCC(c4ccccc4)c4ccccc4)nc(CCN)nc32)C(O)C1O, [Na+], O=C1CCCCC1. The product is COCC1OC(n2cnc3c(NCC(c4ccccc4)c4ccccc4)nc(CCNC4CCCCC4)nc32)C(O)C1O. As a reaction SMILES: [C:1]([O:2][BH-:3]([O:4][C:5](=[O:6])[CH3:7])[O:8][C:9](=[O:10])[CH3:11])(=[O:12])[CH3:13].[CH3:15][C:16](=[O:17])[OH:18].[Cl:63][CH2:64][Cl:65].[NH2:19][CH2:20][CH2:21][c:22]1[n:23][c:24]([NH:41][CH2:42][CH:43]([c:44]2[cH:45][cH:46][cH:47][cH:48][cH:49]2)[c:50]2[cH:51][cH:52][cH:53][cH:54][cH:55]2)[c:25]2[n:26][cH:27][n:28]([CH:31]3[O:32][CH:33]([CH2:38][O:39][CH3:40])[CH:34]([OH:37])[CH:35]3[OH:36])[c:29]2[n:30]1.[Na+:14].[O:56]=[C:57]1[CH2:58][CH2:59][CH2:60][CH2:61][CH2:62]1>>[NH:19]([CH2:20][CH2:21][c:22]1[n:23][c:24]([NH:41][CH2:42][CH:43]([c:44]2[cH:45][cH:46][cH:47][cH:48][cH:49]2)[c:50]2[cH:51][cH:52][cH:53][cH:54][cH:55]2)[c:25]2[n:26][cH:27][n:28]([CH:31]3[O:32][CH:33]([CH2:38][O:39][CH3:40])[CH:34]([OH:37])[CH:35]3[OH:36])[c:29]2[n:30]1)[CH:57]1[CH2:58][CH2:59][CH2:60][CH2:61][CH2:62]1. Starting materials: NC1=CC=C(C=C1)N=NC1=CC=C(OC2=CC=C(C=C2)C(C)(C2=CC=C(C=C2)OC2=CC=C(C=C2)N=NC2=CC=C(C=C2)N)C2=CC=C(C=C2)OC2=CC=C(C=C2)N=NC2=CC=C(C=C2)N)C=C1 (1,1,1-tris{4-[4-(4-aminophenyldiazenyl) phenoxy]phenyl}ethane), C1(C=2C(C(=O)O1)=CC=CC2)=O (phthalic anhydride). Solvent: C(C)(=O)O (acetic acid). Product: C1(C=2C(C(N1C1=CC=C(C=C1)N=NC1=CC=C(OC3=CC=C(C=C3)C(C)(C3=CC=C(C=C3)OC3=CC=C(C=C3)N=NC3=CC=C(C=C3)N3C(C=4C(C3=O)=CC=CC4)=O)C4=CC=C(C=C4)OC4=CC=C(C=C4)N=NC4=CC=C(C=C4)N4C(C=3C(C4=O)=CC=CC3)=O)C=C1)=O)=CC=CC2)=O (1,1,1-Tris{4-[4-(4-phthalimidophenyldiazenyl) phenoxy]phenyl}ethane). The yield is 74.9%. As a reaction SMILES: [NH2:1][C:2]1[CH:7]=[CH:6][C:5]([N:8]=[N:9][C:10]2[CH:68]=[CH:67][C:13]([O:14][C:15]3[CH:20]=[CH:19][C:18]([C:21]([C:45]4[CH:50]=[CH:49][C:48]([O:51][C:52]5[CH:57]=[CH:56][C:55]([N:58]=[N:59][C:60]6[CH:65]=[CH:64][C:63]([NH2:66])=[CH:62][CH:61]=6)=[CH:54][CH:53]=5)=[CH:47][CH:46]=4)([C:23]4[CH:28]=[CH:27][C:26]([O:29][C:30]5[CH:35]=[CH:34][C:33]([N:36]=[N:37][C:38]6[CH:43]=[CH:42][C:41]([NH2:44])=[CH:40][CH:39]=6)=[CH:32][CH:31]=5)=[CH:25][CH:24]=4)[CH3:22])=[CH:17][CH:16]=3)=[CH:12][CH:11]=2)=[CH:4][CH:3]=1.[C:69]1(=[O:79])O[C:72](=[O:73])[C:71]2=[CH:75][CH:76]=[CH:77][CH:78]=[C:70]12>C(O)(=O)C>[C:69]1(=[O:79])[N:66]([C:63]2[CH:64]=[CH:65][C:60]([N:59]=[N:58][C:55]3[CH:56]=[CH:57][C:52]([O:51][C:48]4[CH:49]=[CH:50][C:45]([C:21]([C:23]5[CH:24]=[CH:25][C:26]([O:29][C:30]6[CH:35]=[CH:34][C:33]([N:36]=[N:37][C:38]7[CH:43]=[CH:42][C:41]([N:44]8[C:69](=[O:79])[C:70]9=[CH:78][CH:77]=[CH:76][CH:75]=[C:71]9[C:72]8=[O:73])=[CH:40][CH:39]=7)=[CH:32][CH:31]=6)=[CH:27][CH:28]=5)([C:18]5[CH:19]=[CH:20][C:15]([O:14][C:13]6[CH:67]=[CH:68][C:10]([N:9]=[N:8][C:5]7[CH:4]=[CH:3][C:2]([N:1]8[C:72](=[O:73])[C:71]9=[CH:75][CH:76]=[CH:77][CH:78]=[C:70]9[C:69]8=[O:79])=[CH:7][CH:6]=7)=[CH:11][CH:12]=6)=[CH:16][CH:17]=5)[CH3:22])=[CH:46][CH:47]=4)=[CH:53][CH:54]=3)=[CH:61][CH:62]=2)[C:72](=[O:73])[C:71]2=[CH:75][CH:76]=[CH:77][CH:78]=[C:70]12. Procedure: Into a 250 mL three-necked flask equipped with a magnetic stir bar and nitrogen inlet and outlet were placed 1,1,1-tris{4-[4-(4-aminophenyldiazenyl)phenoxy]phenyl}ethane (Example 5; 0.892 g, 1.00 mmol), phthalic anhydride (0,444 g, 3.00 mmol) and acetic acid (20 mL). The mixture was stirred under refluxing for 14 hours and allowed to cool to room temperature. The precipitate was collected by filtration and dried in an oven to afford 0.96 g (75%) of orange powder, mp >300° C. MS (m/e): 1282 (M+).... Reactants: COC(CC1=CC(=CC=C1)OCC[C@@H](C)N(C[C@@H](C)C1=CC=CC=C1)CC1=C(C(=CC=C1)C(F)(F)F)Cl)=O ((3-{(R)-3-[(2-Chloro-3-trifluoromethyl-benzyl)-((S)-2-phenyl-propyl)-amino]-butoxy}-phenyl)-acetic acid methyl ester), [Li+].[OH-] (LiOH), CC(=O)O (AcOH), [Li+].[OH-] (LiOH), C(C)(=O)OCC (ethyl acetate). The solvent is C1CCOC1 (THF), O (water), O (water). Run at time 2 hour. Yields the product Cl.ClC1=C(CN([C@@H](CCOC=2C=C(C=CC2)CC(=O)O)C)C[C@@H](C)C2=CC=CC=C2)C=CC=C1C(F)(F)F ((3-{(R)-3-[(2-Chloro-3-trifluoromethyl-benzyl)-((S)-2-phenyl-propyl)-amino]-butoxy}-phenyl)-acetic acid hydrochloride salt). The yield is 140.2%. RXN SMILES: C[O:2][C:3](=[O:38])[CH2:4][C:5]1[CH:10]=[CH:9][CH:8]=[C:7]([O:11][CH2:12][CH2:13][C@H:14]([N:16]([CH2:26][C:27]2[CH:32]=[CH:31][CH:30]=[C:29]([C:33]([F:36])([F:35])[F:34])[C:28]=2[Cl:37])[CH2:17][C@H:18]([C:20]2[CH:25]=[CH:24][CH:23]=[CH:22][CH:21]=2)[CH3:19])[CH3:15])[CH:6]=1.[Li+].[OH-].CC(O)=O.C(OCC)(=O)C>C1COCC1.O>[ClH:37].[Cl:37][C:28]1[C:29]([C:33]([F:34])([F:35])[F:36])=[CH:30][CH:31]=[CH:32][C:27]=1[CH2:26][N:16]([CH2:17][C@H:18]([C:20]1[CH:21]=[CH:22][CH:23]=[CH:24][CH:25]=1)[CH3:19])[C@H:14]([CH3:15])[CH2:13][CH2:12][O:11][C:7]1[CH:6]=[C:5]([CH2:4][C:3]([OH:38])=[O:2])[CH:10]=[CH:9][CH:8]=1 |f:1.2,7.8|. Reported procedure: A solution of compound (3-{(R)-3-[(2-Chloro-3-trifluoromethyl-benzyl)-((S)-2-phenyl-propyl)-amino]-butoxy}-phenyl)-acetic acid methyl ester (50 mg, 0.1 mmol) in THF (9 ml) and water (6 ml) was treated with aqueous LiOH (1.0 N, 1.0 ml, 1.0 mmol). After stirring at room temperature for 2 h, additional LiOH (1.0 ml, 1.0 mmol) was added and stirring was continued for 2 h. The reaction was neutralized with AcOH and poured into water and ethyl acetate. The aqueous layer was extracted with EtOAc and th... The reactants are ClC=1C(C(=C(C(C1Cl)=O)C#N)C#N)=O (2,3-Dichloro-5,6-dicyanobenzoquinone), C(CC)C1=C(C(=C(C=2CCCCC12)CCC)C(=O)OC)C(=O)OC (dimethyl 1,4-dipropyl-5,6,7,8-tetrahydronaphthalene-2,3-dicarboxylate). Solvent: C1=CC=CC=C1 (benzene). The product is C(CC)C1=C(C(=C(C2=CC=CC=C12)CCC)C(=O)OC)C(=O)OC (Dimethyl 1,4-dipropylnaphthalene-2,3-dicarboxylate). Yield: 70.6%. As a reaction SMILES: ClC1C(=O)C(C#N)=C(C#N)C(=O)C=1Cl.[CH2:15]([C:18]1[C:27]2[CH2:26][CH2:25][CH2:24][CH2:23][C:22]=2[C:21]([CH2:28][CH2:29][CH3:30])=[C:20]([C:31]([O:33][CH3:34])=[O:32])[C:19]=1[C:35]([O:37][CH3:38])=[O:36])[CH2:16][CH3:17]>C1C=CC=CC=1>[CH2:15]([C:18]1[C:27]2[C:22](=[CH:23][CH:24]=[CH:25][CH:26]=2)[C:21]([CH2:28][CH2:29][CH3:30])=[C:20]([C:31]([O:33][CH3:34])=[O:32])[C:19]=1[C:35]([O:37][CH3:38])=[O:36])[CH2:16][CH3:17]. Procedure: 2,3-Dichloro-5,6-dicyanobenzoquinone (1.362 g, 6.0 mmols) was added to a solution of dimethyl 1,4-dipropyl-5,6,7,8-tetrahydronaphthalene-2,3-dicarboxylate (0.665 g, 2.0 mmols) in benzene (20 ml). The mixture was then refluxed for 24 hours. After filtration, the solvent in the mixture was removed in vacuum. By column chromatography (ethyl acetate/hexane, 1/20) using silica gel, 0.464 g of the title compound was obtained as colorless crystals. The GC yield was 87% and the isolation yield was 71%. Reactants: OCCCCCCCCO, CN(C)CC(N)CC(=O)OCc1ccccc1, Cl, Cl, Fc1cc(C(F)(F)F)ccc1CBr, OCCCCCCCCOCc1ccc(C(F)(F)F)cc1F, O=C(O)CCCCCCCOCc1ccc(C(F)(F)F)cc1F. The product is CN(C)CC(CC(=O)OCc1ccccc1)NC(=O)CCCCCCCOCc1ccc(C(F)(F)F)cc1F. As a reaction SMILES: [CH2:1]([OH:2])[CH2:3][CH2:4][CH2:5][CH2:6][CH2:7][CH2:8][CH2:9][OH:10].[CH2:71]([c:72]1[cH:73][cH:74][cH:75][cH:76][cH:77]1)[O:78][C:79]([CH2:80][CH:81]([CH2:82][N:83]([CH3:84])[CH3:85])[NH2:86])=[O:87].[ClH:69].[ClH:70].[F:11][c:12]1[cH:13][c:14]([C:15]([F:16])([F:17])[F:18])[cH:19][cH:20][c:21]1[CH2:22][Br:23].[F:24][c:25]1[c:26]([CH2:27][O:28][CH2:29][CH2:30][CH2:31][CH2:32][CH2:33][CH2:34][CH2:35][CH2:36][OH:37])[cH:38][cH:39][c:40]([C:42]([F:43])([F:44])[F:45])[cH:41]1.[F:46][c:47]1[cH:48][c:49]([C:50]([F:51])([F:52])[F:53])[cH:54][cH:55][c:56]1[CH2:57][O:58][CH2:59][CH2:60][CH2:61][CH2:62][CH2:63][CH2:64][CH2:65][C:66]([OH:67])=[O:68]>>[F:24][c:25]1[c:26]([CH2:27][O:28][CH2:29][CH2:30][CH2:31][CH2:32][CH2:33][CH2:34][CH2:35][C:36](=[O:37])[NH:86][CH:81]([CH2:80][C:79]([O:78][CH2:71][c:72]2[cH:73][cH:74][cH:75][cH:76][cH:77]2)=[O:87])[CH2:82][N:83]([CH3:84])[CH3:85])[cH:38][cH:39][c:40]([C:42]([F:43])([F:44])[F:45])[cH:41]1.